From a dataset of the Open Reaction Database (ORD), a public repository of structured organic reaction records. describe an organic reaction: reactants, conditions, products, and yield The reactants are OC1Cc2ccccc2C1, CCCCP(CCCC)CCCC, CCOC(=O)CC1CCCc2cc(O)ccc21, c1ccccc1. Product: CCOC(=O)CC1CCCc2cc(OC3Cc4ccccc4C3)ccc21. RXN SMILES: [CH2:14]1[CH:15]([OH:23])[CH2:16][c:17]2[cH:18][cH:19][cH:20][cH:21][c:22]21.[CH2:1]([P:2]([CH2:3][CH2:4][CH2:5][CH3:6])[CH2:7][CH2:8][CH2:9][CH3:10])[CH2:11][CH2:12][CH3:13].[OH:24][c:25]1[cH:26][c:27]2[c:32]([cH:33][cH:34]1)[CH:31]([CH2:35][C:36](=[O:37])[O:38][CH2:39][CH3:40])[CH2:30][CH2:29][CH2:28]2.[cH:41]1[cH:42][cH:43][cH:44][cH:45][cH:46]1>>[CH2:14]1[CH:15]([O:23][c:25]2[cH:26][c:27]3[c:32]([cH:33][cH:34]2)[CH:31]([CH2:35][C:36](=[O:37])[O:38][CH2:39][CH3:40])[CH2:30][CH2:29][CH2:28]3)[CH2:16][c:17]2[cH:18][cH:19][cH:20][cH:21][c:22]21. Starting materials: COC=1C=C(C=CC1)NC1=C(C=NC2=C(C=C(C=C12)S(=O)(=O)C1=CC(=CC=C1)C(NCCCCCCCC=O)=O)C)C(=O)N (4-[(3-Methoxyphenyl)amino]-8-methyl-6-[[3-[(8-oxooctyl)carbamoyl]phenyl]sulfonyl]quinoline-3-carboxamide), OCC1=CC=C(C=C1)C1=CC=C(C=C1)NC(=O)C=1C=C(C=CC1)S(=O)(=O)C=1C=C2C(=C(C=NC2=C(C1)C)C(=O)N)NC1=CC(=CC=C1)OC (6-((3-((4′-(hydroxymethyl)-[1,1′-biphenyl]-4-yl)carbamoyl)phenyl)sulfonyl)-4-((3-methoxyphenyl)amino)-8-methylquinoline-3-carboxamide), C38H31N4O6S. Yields the product C(=O)C1=CC=C(C=C1)C1=CC=C(C=C1)NC(=O)C=1C=C(C=CC1)S(=O)(=O)C=1C=C2C(=C(C=NC2=C(C1)C)C(=O)N)NC1=CC(=CC=C1)OC (6-((3-((4′-formyl-[1,1-biphenyl]-4-yl)carbamoyl)phenyl)sulfonyl)-4-((3-methoxyphenyl)amino)-8-methylquinoline-3-carboxamide). As a reaction SMILES: COC1C=C(NC2C3C(=C(C)C=C(S(C4C=CC=C(C(=O)NCCCCCCCC=O)C=4)(=O)=O)C=3)N=CC=2C(N)=O)C=CC=1.[OH:45][CH2:46][C:47]1[CH:52]=[CH:51][C:50]([C:53]2[CH:58]=[CH:57][C:56]([NH:59][C:60]([C:62]3[CH:63]=[C:64]([S:68]([C:71]4[CH:72]=[C:73]5[C:78](=[C:79]([CH3:81])[CH:80]=4)[N:77]=[CH:76][C:75]([C:82]([NH2:84])=[O:83])=[C:74]5[NH:85][C:86]4[CH:91]=[CH:90][CH:89]=[C:88]([O:92][CH3:93])[CH:87]=4)(=[O:70])=[O:69])[CH:65]=[CH:66][CH:67]=3)=[O:61])=[CH:55][CH:54]=2)=[CH:49][CH:48]=1>>[CH:46]([C:47]1[CH:52]=[CH:51][C:50]([C:53]2[CH:54]=[CH:55][C:56]([NH:59][C:60]([C:62]3[CH:63]=[C:64]([S:68]([C:71]4[CH:72]=[C:73]5[C:78](=[C:79]([CH3:81])[CH:80]=4)[N:77]=[CH:76][C:75]([C:82]([NH2:84])=[O:83])=[C:74]5[NH:85][C:86]4[CH:91]=[CH:90][CH:89]=[C:88]([O:92][CH3:93])[CH:87]=4)(=[O:69])=[O:70])[CH:65]=[CH:66][CH:67]=3)=[O:61])=[CH:57][CH:58]=2)=[CH:49][CH:48]=1)=[O:45]. Reported procedure: The title compound was synthesized in a manner analogous to that described for Intermediate 112, using Intermediate 81 as a substrate. ES/MS calcd. for C38H31N4O6S+ 671.2. Found m/z=671.2 (M+H)+. The reactants are NC=1C=C(C=CC1)C=1OC=2C(N1)=C(C=CC2)C(=O)N (2-(3-aminophenyl)benzo[d]oxazole-4-carboxamide), C=1C=CC2=C(C1)N=NN2O (HOBT), CN(CC(=O)O)C (dimethylglycine), CCN(C(C)C)C(C)C (DIPEA), CCN=C=NCCCN(C)C (EDCI). Run in CN(C)C=O (DMF). Reaction conditions: temperature 30 celsius, time 18 hour. The product is CN(CC(=O)NC=1C=C(C=CC1)C=1OC=2C(N1)=C(C=CC2)C(=O)N)C (2-(3-(2-(dimethylamino)acetamido)phenyl)benzo[d]oxazole-4-carboxamide). The yield is 38.5%. RXN SMILES: [NH2:1][C:2]1[CH:3]=[C:4]([C:8]2[O:9][C:10]3[C:11](=[C:13]([C:17]([NH2:19])=[O:18])[CH:14]=[CH:15][CH:16]=3)[N:12]=2)[CH:5]=[CH:6][CH:7]=1.C1C=CC2N(O)N=NC=2C=1.[CH3:30][N:31]([CH3:36])[CH2:32][C:33](O)=[O:34].CCN(C(C)C)C(C)C.CCN=C=NCCCN(C)C>CN(C=O)C>[CH3:30][N:31]([CH3:36])[CH2:32][C:33]([NH:1][C:2]1[CH:3]=[C:4]([C:8]2[O:9][C:10]3[C:11](=[C:13]([C:17]([NH2:19])=[O:18])[CH:14]=[CH:15][CH:16]=3)[N:12]=2)[CH:5]=[CH:6][CH:7]=1)=[O:34]. Reported procedure: To a solution of 2-(3-aminophenyl)benzo[d]oxazole-4-carboxamide (60 mg, 0.23 mmol) in DMF (3 mL) was added HOBT (35 mg, 0.26 mmol), dimethylglycine (24 mg, 0.23 mmol), DIPEA (91 mg, 0.7 mmol) and EDCI (54 mg, 0.29 mmol). The mixture was stirred at 30° C. for 18 hr. The reaction mixture was purified by pre-HPLC to obtain 2-(3-(2-(dimethylamino)acetamido)phenyl)benzo[d]oxazole-4-carboxamide (30 mg, yield 37%). 1H-NMR (400 MHz, DMSO-d6) δ 2.29 (s, 6H), 3.12 (s, 2H), 7.54-7.58 (m, 2H), 7.95-8.06 (m,... Reactants: CCN1CCc2ccc(N)cc2CC1, C1COCCO1, COCCO, CS(=O)(=O)NC1CCCCC1Nc1nc(Cl)ncc1Cl, Cl, O=C([O-])[O-]. Yields the product CCN1CCc2ccc(Nc3ncc(Cl)c(NC4CCCCC4NS(C)(=O)=O)n3)cc2CC1. Reaction SMILES: [CH2:21]([CH3:22])[N:23]1[CH2:24][CH2:25][c:26]2[c:27]([cH:30][c:31]([NH2:34])[cH:32][cH:33]2)[CH2:28][CH2:29]1.[CH2:45]1[O:46][CH2:47][CH2:48][O:49][CH2:50]1.[CH3:40][O:41][CH2:42][CH2:43][OH:44].[Cl:1][c:2]1[n:3][cH:4][c:5]([Cl:20])[c:6]([NH:8][CH:9]2[CH:10]([NH:15][S:16](=[O:17])(=[O:18])[CH3:19])[CH2:11][CH2:12][CH2:13][CH2:14]2)[n:7]1.[ClH:35].[O-:36][C:37](=[O:38])[O-:39]>>[c:2]1([NH:34][c:31]2[cH:30][c:27]3[c:26]([cH:33][cH:32]2)[CH2:25][CH2:24][N:23]([CH2:21][CH3:22])[CH2:29][CH2:28]3)[n:3][cH:4][c:5]([Cl:20])[c:6]([NH:8][CH:9]2[CH:10]([NH:15][S:16](=[O:17])(=[O:18])[CH3:19])[CH2:11][CH2:12][CH2:13][CH2:14]2)[n:7]1. The reactants are NC=1C(=C(C=C(C(=O)O)C1)OCC1=CC=CC=C1)C(C1=CC=CC=C1)=O (5-amino-4-benzoyl-3-benzyloxybenzoic acid), 5-amino-4-benzoyl-3-(2-phenethyl)- benzoic acid, NC=1C(=C(C=C(C(=S)O)C1)CC1=CC=CC=C1)C(C1=CC=CC=C1)=O (5-amino-4-benzoyl-3-benzylthiobenzoic acid), C(C=C)SC=1C=C(C(=O)O)C=C(C1C(C1=CC=CC=C1)=O)N (3-allylthio-5-amino-4-benzoylbenzoic acid). The product is C(C)(=O)NC=1C(=C(C=C(C(=O)O)C1)OCC1=CC=CC=C1)C(C1=CC=CC=C1)=O (5-acetamido-4-benzoyl-3-benzyloxybenzoic acid), C(C)(=O)NC=1C(=C(C=C(C(=S)O)C1)CC1=CC=CC=C1)C(C1=CC=CC=C1)=O (5-acetamido-4-benzoyl-3-benzylthiobenzoic acid), C(C)(=O)NC=1C(=C(C=C(C(=O)O)C1)SCC=C)C(C1=CC=CC=C1)=O (5-acetamido-3-allylthio-4-benzoylbenzoic acid), 5-acetamido-4-benzoyl-3-(2-phenethyl) benzoic acid. As a reaction SMILES: [NH2:1][C:2]1[C:3]([C:19](=[O:26])[C:20]2[CH:25]=[CH:24][CH:23]=[CH:22][CH:21]=2)=[C:4]([O:11][CH2:12][C:13]2[CH:18]=[CH:17][CH:16]=[CH:15][CH:14]=2)[CH:5]=[C:6]([CH:10]=1)[C:7]([OH:9])=[O:8].[NH2:27][C:28]1[C:29]([C:44](=[O:51])[C:45]2[CH:50]=[CH:49][CH:48]=[CH:47][CH:46]=2)=[C:30]([CH2:37][C:38]2[CH:43]=[CH:42][CH:41]=[CH:40][CH:39]=2)[CH:31]=[C:32]([CH:36]=1)[C:33]([OH:35])=[S:34].[CH2:52]([S:55][C:56]1[CH:57]=[C:58]([CH:62]=[C:63]([NH2:73])[C:64]=1[C:65](=[O:72])[C:66]1[CH:71]=[CH:70][CH:69]=[CH:68][CH:67]=1)[C:59]([OH:61])=[O:60])[CH:53]=[CH2:54]>>[C:33]([NH:1][C:2]1[C:3]([C:19](=[O:26])[C:20]2[CH:25]=[CH:24][CH:23]=[CH:22][CH:21]=2)=[C:4]([O:11][CH2:12][C:13]2[CH:18]=[CH:17][CH:16]=[CH:15][CH:14]=2)[CH:5]=[C:6]([CH:10]=1)[C:7]([OH:9])=[O:8])(=[O:35])[CH3:32].[C:59]([NH:27][C:28]1[C:29]([C:44](=[O:51])[C:45]2[CH:46]=[CH:47][CH:48]=[CH:49][CH:50]=2)=[C:30]([CH2:37][C:38]2[CH:43]=[CH:42][CH:41]=[CH:40][CH:39]=2)[CH:31]=[C:32]([CH:36]=1)[C:33]([OH:35])=[S:34])(=[O:60])[CH3:58].[C:7]([NH:73][C:63]1[C:64]([C:65](=[O:72])[C:66]2[CH:71]=[CH:70][CH:69]=[CH:68][CH:67]=2)=[C:56]([S:55][CH2:52][CH:53]=[CH2:54])[CH:57]=[C:58]([CH:62]=1)[C:59]([OH:61])=[O:60])(=[O:8])[CH3:6]. Procedure details: By following the procedure described in Example 13, but replacing the 5-amino-4-benzoyl-3-n-butoxybenzoic acid with 5-amino-4-benzoyl-3-benzyloxybenzoic acid, 5-amino-4-benzoyl-3-benzylthiobenzoic acid, 3-allylthio-5-amino-4-benzoylbenzoic acid and 5-amino-4-benzoyl-3-(2-phenethyl)- benzoic acid respectively, 5-acetamido-4-benzoyl-3-benzyloxybenzoic acid, 5-acetamido-4-benzoyl-3-benzylthiobenzoic acid, 5-acetamido-3-allylthio-4-benzoylbenzoic acid and 5-acetamido-4-benzoyl-3-(2-phenethyl) benzoi... The reactants are CCS(=O)(=O)c1ccc(NC(=O)N(C)CCc2ccc(C(Nc3cccc(C(N)=O)c3)C(=O)O)cc2)cc1CNC(=O)OCc1ccccc1, C1CCOC1, CO, CCOC(C)=O, Cl. The product is CCS(=O)(=O)c1ccc(NC(=O)N(C)CCc2ccc(C(Nc3cccc(C(N)=O)c3)C(=O)O)cc2)cc1CN. As a reaction SMILES: [CH2:1]([O:2][C:3](=[O:4])[NH:11][CH2:12][c:13]1[cH:14][c:15]([NH:24][C:25]([N:26]([CH3:27])[CH2:28][CH2:29][c:30]2[cH:31][cH:32][c:33]([CH:36]([C:37](=[O:38])[OH:39])[NH:40][c:41]3[cH:42][c:43]([C:47]([NH2:48])=[O:49])[cH:44][cH:45][cH:46]3)[cH:34][cH:35]2)=[O:50])[cH:16][cH:17][c:18]1[S:19](=[O:20])(=[O:21])[CH2:22][CH3:23])[c:5]1[cH:6][cH:7][cH:8][cH:9][cH:10]1.[CH2:51]1[O:52][CH2:53][CH2:54][CH2:55]1.[CH3:56][OH:57].[CH3:58][CH2:59][O:60][C:61]([CH3:62])=[O:63].[ClH:64]>>[NH2:11][CH2:12][c:13]1[cH:14][c:15]([NH:24][C:25]([N:26]([CH3:27])[CH2:28][CH2:29][c:30]2[cH:31][cH:32][c:33]([CH:36]([C:37](=[O:38])[OH:39])[NH:40][c:41]3[cH:42][c:43]([C:47]([NH2:48])=[O:49])[cH:44][cH:45][cH:46]3)[cH:34][cH:35]2)=[O:50])[cH:16][cH:17][c:18]1[S:19](=[O:20])(=[O:21])[CH2:22][CH3:23].